This data is from the Open Reaction Database (ORD), a public repository of structured organic reaction records. The task is: describe an organic reaction: reactants, conditions, products, and yield Starting materials: [OH-].[Na+] (NaOH), COC(=O)C=1C(=NN(C1CC1=CC=CC=C1)C)C (5-benzyl-1,3-dimethyl-1H-pyrazole-4-carboxylic acid methyl ester). Solvent: CO (MeOH). Run at temperature 50 celsius. The product is C(C1=CC=CC=C1)C1=C(C(=NN1C)C)C(=O)O (5-Benzyl-1,3-dimethyl-1H-pyrazole-4-carboxylic acid). RXN SMILES: [OH-].[Na+].C[O:4][C:5]([C:7]1[C:8]([CH3:20])=[N:9][N:10]([CH3:19])[C:11]=1[CH2:12][C:13]1[CH:18]=[CH:17][CH:16]=[CH:15][CH:14]=1)=[O:6]>CO>[CH2:12]([C:11]1[N:10]([CH3:19])[N:9]=[C:8]([CH3:20])[C:7]=1[C:5]([OH:6])=[O:4])[C:13]1[CH:18]=[CH:17][CH:16]=[CH:15][CH:14]=1 |f:0.1|. Reported procedure: NaOH (10 N, 7 mL) is added to a solution of 5-benzyl-1,3-dimethyl-1H-pyrazole-4-carboxylic acid methyl ester (680 mg, 2.78 mmol) in MeOH (10 mL) at RT. The mixture is heated to 50° C. for 4 h. The solvent is removed to dryness. H2O is added and pH is adjusted to 5 using aq. HCl. The solid is filtered and dried to give the title compound. The reactants are O=C1CCC(=O)N1Br, OCc1ccc2nc(Cl)nc(N3CCOCC3)c2n1, ClCCl, O=C1CCC(=O)N1Br, O=C1CCC(=O)N1Br, c1ccc(P(c2ccccc2)c2ccccc2)cc1. The product is Clc1nc(N2CCOCC2)c2nc(CBr)ccc2n1. As a reaction SMILES: [Br:39][N:40]1[C:41](=[O:42])[CH2:43][CH2:44][C:45]1=[O:46].[Cl:1][c:2]1[n:3][c:4]([N:14]2[CH2:15][CH2:16][O:17][CH2:18][CH2:19]2)[c:5]2[c:6]([n:7]1)[cH:8][cH:9][c:10]([CH2:12][OH:13])[n:11]2.[Cl:63][CH2:64][Cl:65].[O:47]=[C:48]1[N:49]([Br:50])[C:51](=[O:52])[CH2:53][CH2:54]1.[O:55]=[C:56]1[N:57]([Br:58])[C:59](=[O:60])[CH2:61][CH2:62]1.[c:20]1([P:21]([c:22]2[cH:23][cH:24][cH:25][cH:26][cH:27]2)[c:28]2[cH:29][cH:30][cH:31][cH:32][cH:33]2)[cH:34][cH:35][cH:36][cH:37][cH:38]1>>[Cl:1][c:2]1[n:3][c:4]([N:14]2[CH2:15][CH2:16][O:17][CH2:18][CH2:19]2)[c:5]2[c:6]([n:7]1)[cH:8][cH:9][c:10]([CH2:12][Br:39])[n:11]2. Reactants: COC(=O)c1cnc2c(c1)cc(C(=CC1CCCC1)c1ccc(S(C)=O)nc1)n2S(=O)(=O)c1ccccc1, CO, [K+], O=[Mn](=O)(=O)[O-], O. Yields the product COC(=O)c1cnc2c(c1)cc(C(=CC1CCCC1)c1ccc(S(C)(=O)=O)nc1)n2S(=O)(=O)c1ccccc1. As a reaction SMILES: [CH3:1][O:2][C:3](=[O:4])[c:5]1[cH:6][c:7]2[c:8]([n:9][cH:10]1)[n:11]([S:30](=[O:31])(=[O:32])[c:33]1[cH:34][cH:35][cH:36][cH:37][cH:38]1)[c:12]([C:14](=[CH:15][CH:16]1[CH2:17][CH2:18][CH2:19][CH2:20]1)[c:21]1[cH:22][n:23][c:24]([S:27](=[O:28])[CH3:29])[cH:25][cH:26]1)[cH:13]2.[CH3:45][OH:46].[K+:44].[Mn:39](=[O:40])([O-:41])(=[O:42])=[O:43].[OH2:47]>>[CH3:1][O:2][C:3](=[O:4])[c:5]1[cH:6][c:7]2[c:8]([n:9][cH:10]1)[n:11]([S:30](=[O:31])(=[O:32])[c:33]1[cH:34][cH:35][cH:36][cH:37][cH:38]1)[c:12]([C:14](=[CH:15][CH:16]1[CH2:17][CH2:18][CH2:19][CH2:20]1)[c:21]1[cH:22][n:23][c:24]([S:27](=[O:28])([CH3:29])=[O:40])[cH:25][cH:26]1)[cH:13]2. The reactants are C(CC)(=O)Cl (propionyl chloride), NC1=CC=C(C=C1)C(CCC(=O)OC)=O (4-(4-amino-phenyl)-4-oxo-butyric acid, methyl ester). Product: O=C(CCC(=O)O)C1=CC=C(C=C1)NC(CC)=O (4-oxo-4-[4-(propionylamino)-phenyl]-butyric acid). Isolated yield 43.3%. Reaction SMILES: [C:1](Cl)(=[O:4])[CH2:2][CH3:3].[NH2:6][C:7]1[CH:12]=[CH:11][C:10]([C:13](=[O:20])[CH2:14][CH2:15][C:16]([O:18]C)=[O:17])=[CH:9][CH:8]=1>>[O:20]=[C:13]([C:10]1[CH:11]=[CH:12][C:7]([NH:6][C:1](=[O:4])[CH2:2][CH3:3])=[CH:8][CH:9]=1)[CH2:14][CH2:15][C:16]([OH:18])=[O:17]. Reported procedure: In a manner similar to that described in Example 3, propionyl chloride (0.029 g, 0.00032 mol) was allowed to react with 4-(4-amino-phenyl)-4-oxo-butyric acid, methyl ester (0.052 g, 0.00025 mol), and the resulting intermediate was hydrolyzed to give 0.027 g of 4-oxo-4-[4-(propionylamino)-phenyl]-butyric acid as an off-white solid; MS-(AP+) MH+250. Reactants: ClC1=C(C#N)C(=CC=C1)F (2-chloro-6-fluorobenzonitrile), C(C1=CC=CC=C1)N(CCO)C (N-benzyl-N-methylethanolamine), [H-].[Na+] (sodium hydride). Run in CN(C)C=O (DMF), CCOCC (ether), CN(C)C=O (DMF), CN(C)C=O (DMF). The product is C(C1=CC=CC=C1)N(C)CCOC1=C(C#N)C(=CC=C1)Cl (2-[2-(N-benzyl-N-methylamino)ethoxy]-6-chlorobenzonitrile). RXN SMILES: [CH2:1]([N:8]([CH3:12])[CH2:9][CH2:10][OH:11])[C:2]1[CH:7]=[CH:6][CH:5]=[CH:4][CH:3]=1.[H-].[Na+].[Cl:15][C:16]1[CH:23]=[CH:22][CH:21]=[C:20](F)[C:17]=1[C:18]#[N:19]>CN(C=O)C.CCOCC>[CH2:1]([N:8]([CH2:9][CH2:10][O:11][C:20]1[CH:21]=[CH:22][CH:23]=[C:16]([Cl:15])[C:17]=1[C:18]#[N:19])[CH3:12])[C:2]1[CH:7]=[CH:6][CH:5]=[CH:4][CH:3]=1 |f:1.2|. Reported procedure: A solution of N-benzyl-N-methylethanolamine (145 g) in dry DMF (500 ml) was added dropwise to a stirred suspension of sodium hydride (35.15 g of a 60% dispersion in mineral oil) in dry DMF (1000 ml) over 20 minutes under nitrogen. The mixture was heated on a steam bath for 30 minutes to give a solution. The solution was cooled to ambient temperature and a solution of 2-chloro-6-fluorobenzonitrile (136.7 g) in dry DMF (300 ml) was added over 30 minutes with stirring. The mixture was heated on a s... The reactants are CCN(CC)C(=O)c1nc(CCl)n(-c2ccc(Cl)cc2C(=O)c2ccccc2)n1, [I-], [K+], N, C1COCCO1, O. The product is CCN(CC)C(=O)c1nc2n(n1)-c1ccc(Cl)cc1C(c1ccccc1)=NC2. Reaction SMILES: [CH2:3]([CH3:4])[N:5]([C:6](=[O:7])[c:8]1[n:9][n:10](-[c:15]2[c:16]([C:22]([c:23]3[cH:24][cH:25][cH:26][cH:27][cH:28]3)=[O:29])[cH:17][c:18]([Cl:21])[cH:19][cH:20]2)[c:11]([CH2:13][Cl:14])[n:12]1)[CH2:30][CH3:31].[I-:2].[K+:1].[NH3:32].[O:34]1[CH2:35][CH2:36][O:37][CH2:38][CH2:39]1.[OH2:33]>>[CH2:3]([CH3:4])[N:5]([C:6](=[O:7])[c:8]1[n:9][n:10]2[c:11]([n:12]1)[CH2:13][N:32]=[C:22]([c:23]1[cH:24][cH:25][cH:26][cH:27][cH:28]1)[c:16]1[c:15]-2[cH:20][cH:19][c:18]([Cl:21])[cH:17]1)[CH2:30][CH3:31]. Starting materials: ONC(C1=CC=C(C=C1)N1C[C@H](N(CC1)C=1N(C(C=C(N1)C1=NC=NC=C1)=O)C)C)=N (N-hydroxy-4-[(3R)-3-methyl-4-(1-methyl-6-oxo-1,6-dihydro-[4,4′]bipyrimidinyl-2-yl)-piperazin-1-yl]-benzamidine), C(C)(C)(C)OC(=O)NCC(=O)O (N-tertbutoxycarbonylglycine), F[B-](F)(F)F.N1(N=NC2=C1C=CC=C2)OC(=[N+](C)C)N(C)C (2-(1H-benzotriazole-1-yl)-1,1,3,3-tetramethyluroniumtetrafluoroborate), O.ON1N=NC2=C1C=CC=C2 (1-hydroxybenzotriazole hydrate), C(C)(C)N(C(C)C)CC (N,N-diisopropylethylamine). Solvent: CN(C=O)C (N,N-dimethylformamide), O (water). Reaction conditions: time 30 minute. Yields the product NCC1=NC(=NO1)C1=CC=C(C=C1)N1C[C@H](N(CC1)C=1N(C(C=C(N1)C1=NC=NC=C1)=O)C)C (2-{(2R)-4-[4-(5-aminomethyl-[1,2,4]oxadiazol-3-yl)-phenyl]-2-methyl-piperazin-1-yl}-1-methyl-1H-[4,4′]bipyrimidinyl-6-one). Yield: 27.0%. RXN SMILES: C(OC([NH:8][CH2:9][C:10](O)=O)=O)(C)(C)C.F[B-](F)(F)F.N1(OC(N(C)C)=[N+](C)C)C2C=CC=CC=2N=N1.O.ON1C2C=CC=CC=2N=N1.C(N(CC)C(C)C)(C)C.[OH:55][NH:56][C:57](=[NH:85])[C:58]1[CH:63]=[CH:62][C:61]([N:64]2[CH2:69][CH2:68][N:67]([C:70]3[N:71]([CH3:83])[C:72](=[O:82])[CH:73]=[C:74]([C:76]4[CH:81]=[CH:80][N:79]=[CH:78][N:77]=4)[N:75]=3)[C@H:66]([CH3:84])[CH2:65]2)=[CH:60][CH:59]=1>CN(C)C=O.O>[NH2:8][CH2:9][C:10]1[O:55][N:56]=[C:57]([C:58]2[CH:59]=[CH:60][C:61]([N:64]3[CH2:69][CH2:68][N:67]([C:70]4[N:71]([CH3:83])[C:72](=[O:82])[CH:73]=[C:74]([C:76]5[CH:81]=[CH:80][N:79]=[CH:78][N:77]=5)[N:75]=4)[C@H:66]([CH3:84])[CH2:65]3)=[CH:62][CH:63]=2)[N:85]=1 |f:1.2,3.4|. Procedure details: To a stirred solution of N-tertbutoxycarbonylglycine (94 mg, 0.535 mmol) in N,N-dimethylformamide (2.0 ml) was added [2-(1H-benzotriazole-1-yl)-1,1,3,3-tetramethyluroniumtetrafluoroborate (172 mg, 0.535 mmol), 1-hydroxybenzotriazole hydrate (14 mg, 0.107 mmol) and N,N-diisopropylethylamine (0.31 ml, 1.78 mmol), and the reaction mixture was stirred for 30 minutes at room temperature. After the addition of N-hydroxy-4-[(3R)-3-methyl-4-(1-methyl-6-oxo-1,6-dihydro-[4,4′]bipyrimidinyl-2-yl)-piperazin...